This data is from the Open Reaction Database (ORD), a public repository of structured organic reaction records. The task is: describe an organic reaction: reactants, conditions, products, and yield Reactants: CCC(CC)NC=1C(=CC(=C(C1[N+](=O)[O-])C)C)[N+](=O)[O-] (Pendimethalin), CCCN(CCC)C1=C(C=C(C(=C1[N+](=O)[O-])N)C(F)(F)F)[N+](=O)[O-] (prodiamine), CCCN(CCC)C=1C(=CC(=CC1[N+](=O)[O-])C(F)(F)F)[N+](=O)[O-] (trifluralin). Yields the product [N+](=O)([O-])N(C1=CC=CC=C1)[N+](=O)[O-] (Dinitroaniline). As a reaction SMILES: CCC(N[C:7]1[C:8]([N+]([O-])=O)=[CH:9][C:10](C)=[C:11](C)[C:12]=1[N+:13]([O-])=O)CC.CCCN(C1C([N+:34]([O-:36])=[O:35])=C(N)C(C(F)(F)F)=CC=1[N+]([O-])=O)CCC.CCCN(C1C([N+]([O-])=O)=CC(C(F)(F)F)=CC=1[N+:58]([O-:60])=[O:59])CCC>>[N+:34]([N:13]([N+:58]([O-:60])=[O:59])[C:12]1[CH:7]=[CH:8][CH:9]=[CH:10][CH:11]=1)([O-:36])=[O:35]. Procedure details: Pendimethalin, prodiamine, and trifluralin. Reactants: C=CCc1cccc(-c2c(Cl)cccc2Cl)c1OC(C=C)COS(=O)(=O)c1ccc(C)cc1, CCOC(C)=O, CCO, ClCCl, [H][H], O=[Pt]=O. Yields the product Cc1ccc(S(=O)(=O)OCC2CCCc3cccc(-c4c(Cl)cccc4Cl)c3O2)cc1. Reaction SMILES: [CH3:1][c:2]1[cH:3][cH:4][c:5]([S:8](=[O:9])(=[O:10])[O:11][CH2:12][CH:13]([CH:14]=[CH2:15])[O:16][c:17]2[c:18](-[c:26]3[c:27]([Cl:33])[cH:28][cH:29][cH:30][c:31]3[Cl:32])[cH:19][cH:20][cH:21][c:22]2[CH2:23][CH:24]=[CH2:25])[cH:6][cH:7]1.[CH3:39][CH2:40][O:41][C:42](=[O:43])[CH3:44].[CH3:45][CH2:46][OH:47].[Cl:36][CH2:37][Cl:38].[H:34][H:35].[Pt:48](=[O:49])=[O:50]>>[CH3:1][c:2]1[cH:3][cH:4][c:5]([S:8](=[O:9])(=[O:10])[O:11][CH2:12][CH:13]2[CH2:14][CH2:15][CH2:23][c:22]3[c:17]([c:18](-[c:26]4[c:27]([Cl:33])[cH:28][cH:29][cH:30][c:31]4[Cl:32])[cH:19][cH:20][cH:21]3)[O:16]2)[cH:6][cH:7]1. Starting materials: resultant mixture, BrN1C(CCC1=O)=O (N-bromosuccinimide), C(C1=CC=CC=C1)(=O)OOC(C1=CC=CC=C1)=O (benzoyl peroxide), C(C)C=1C=C(C(=O)C2=CC=CC=C2)C=CC1 (3-ethylbenzophenone). The solvent is C(Cl)(Cl)(Cl)Cl (carbon tetrachloride). Conditions: time 8 hour. The product is BrC(C)C=1C=C(C(=O)C2=CC=CC=C2)C=CC1 (3-(1-bromoethyl)benzophenone). Reaction SMILES: [CH2:1]([C:3]1[CH:4]=[C:5]([CH:14]=[CH:15][CH:16]=1)[C:6]([C:8]1[CH:13]=[CH:12][CH:11]=[CH:10][CH:9]=1)=[O:7])[CH3:2].[Br:17]N1C(=O)CCC1=O.C(OOC(=O)C1C=CC=CC=1)(=O)C1C=CC=CC=1>C(Cl)(Cl)(Cl)Cl>[Br:17][CH:1]([C:3]1[CH:4]=[C:5]([CH:14]=[CH:15][CH:16]=1)[C:6]([C:8]1[CH:9]=[CH:10][CH:11]=[CH:12][CH:13]=1)=[O:7])[CH3:2]. Procedure: Into a 200 ml reactor equipped with a reflux condenser and a stirrer, 60 ml of carbon tetrachloride and 10 g of 3-ethylbenzophenone were introduced. While stirring the resultant mixture at room temperature, 8.6 g of N-bromosuccinimide and 0.14 g of benzoyl peroxide were added thereto, and reflux was performed for 8 hours while stirring the reaction solution. After the reaction solution had been cooled to room temperature, the succinimide was filtered out, and carbon tetrachloride was distilled o... Starting materials: CC(=CC(=O)O)CCC=C(CCC=C(CCC=C(C)C)C)C (3,7,11,15-tetramethyl-2,6,10,14-hexadecatetraenoic acid), OCC1NCCCC1 (2-hydroxymethylpiperidine). The product is CC(=CC(=O)N1C(CCCC1)CO)CCC=C(CCC=C(CCC=C(C)C)C)C (N-(3,7,11,15-Tetramethyl-2,6,10,14-hexadecatetraenoyl)-2-hydroxymethylpiperidine). Yield: 93.2%. RXN SMILES: [CH3:1][C:2]([CH2:7][CH2:8][CH:9]=[C:10]([CH3:22])[CH2:11][CH2:12][CH:13]=[C:14]([CH3:21])[CH2:15][CH2:16][CH:17]=[C:18]([CH3:20])[CH3:19])=[CH:3][C:4]([OH:6])=O.[OH:23][CH2:24][CH:25]1[CH2:30][CH2:29][CH2:28][CH2:27][NH:26]1>>[CH3:1][C:2]([CH2:7][CH2:8][CH:9]=[C:10]([CH3:22])[CH2:11][CH2:12][CH:13]=[C:14]([CH3:21])[CH2:15][CH2:16][CH:17]=[C:18]([CH3:20])[CH3:19])=[CH:3][C:4]([N:26]1[CH2:27][CH2:28][CH2:29][CH2:30][CH:25]1[CH2:24][OH:23])=[O:6]. Procedure: The procedure of Example 1 was repeated except that 6.1 g of 3,7,11,15-tetramethyl-2,6,10,14-hexadecatetraenoic acid and 3.5 g of 2-hydroxymethylpiperidine were used as starting materials. 7.5 g (yield 94%) of the title compound was obtained as a colorless oil.